This data is from the Open Reaction Database (ORD), a public repository of structured organic reaction records. The task is: describe an organic reaction: reactants, conditions, products, and yield Reactants: CC(C)(C)OC(=O)N1CCN(C2(C#N)CCOCC2)CC1, CC(C)(C)OC(=O)N1CCNCC1, CO, N#C[K], [Na+], O=C1CCOCC1, [OH-], O, OO. Yields the product CC(C)(C)OC(=O)N1CCN(C2(C(N)=O)CCOCC2)CC1. As a reaction SMILES: [C:24]([CH3:25])([CH3:26])([CH3:27])[O:28][C:29](=[O:30])[N:31]1[CH2:32][CH2:33][N:34]([C:37]2([C:43]#[N:44])[CH2:38][CH2:39][O:40][CH2:41][CH2:42]2)[CH2:35][CH2:36]1.[C:8]([N:9]1[CH2:10][CH2:11][NH:12][CH2:13][CH2:14]1)([O:15][C:16]([CH3:17])([CH3:18])[CH3:19])=[O:20].[CH3:49][OH:50].[K:21][C:22]#[N:23].[Na+:46].[O:1]1[CH2:2][CH2:3][C:4](=[O:5])[CH2:6][CH2:7]1.[OH-:45].[OH2:51].[OH:47][OH:48]>>[O:1]=[C:43]([C:37]1([N:34]2[CH2:33][CH2:32][N:31]([C:29]([O:28][C:24]([CH3:25])([CH3:26])[CH3:27])=[O:30])[CH2:36][CH2:35]2)[CH2:38][CH2:39][O:40][CH2:41][CH2:42]1)[NH2:44].